This data is from the Open Reaction Database (ORD), a public repository of structured organic reaction records. The task is: describe an organic reaction: reactants, conditions, products, and yield Starting materials: OC1=CC=C(C(=O)NN)C=C1 (4-hydroxy-benzoic acid hydrazide), BrC=1C(=C(NC1C)C=O)C (4-bromo-3,5-dimethyl-pyrrole-2-carboxaldehyde). Reagents/catalysts: C(C)(=O)O (acetic acid). Run in CCO (EtOH). The product is BrC=1C(=C(NC1C)C=NNC(C1=CC=C(C=C1)O)=O)C (4-Hydroxy-benzoic acid (4-bromo-3,5-dimethyl-1H-pyrrol-2-ylmethylene)-hydrazide). Isolated yield 74.4%. Reaction SMILES: [OH:1][C:2]1[CH:11]=[CH:10][C:5]([C:6]([NH:8][NH2:9])=[O:7])=[CH:4][CH:3]=1.[Br:12][C:13]1[C:14]([CH3:21])=[C:15]([CH:19]=O)[NH:16][C:17]=1[CH3:18]>C(O)(=O)C.CCO>[Br:12][C:13]1[C:14]([CH3:21])=[C:15]([CH:19]=[N:9][NH:8][C:6](=[O:7])[C:5]2[CH:10]=[CH:11][C:2]([OH:1])=[CH:3][CH:4]=2)[NH:16][C:17]=1[CH3:18]. Reported procedure: To a solution of 4-hydroxy-benzoic acid hydrazide (0.06 g, 0.0004 mol) and 4-bromo-3,5-dimethyl-pyrrole-2-carboxaldehyde (0.08 g, 0.0004 mol) in abs. EtOH (5 mL), was added 1 drop of acetic acid. The reaction mixture was refluxed for 5 hours. The reaction mixture was cooling to room temperature and concentrated to remove solvent. The resulting residue was solidified by EtOAc to give red solid 0.1 g, in 77% yield, mp: 235.4° C. 1H NMR (DMSO-d6) δ 11.46 (s, 1H), 11.21 (s, 1H), 9.99 (s, 1H), 8.26 (... The reactants are C1CCOC1, COC(=O)C1(NC(=O)c2ccc(OC)c(O)c2)Cc2ccccc2C1, OCCc1cc(F)ccc1F, CC(C)OC(=O)N=NC(=O)OC(C)C, c1ccc(P(c2ccccc2)c2ccccc2)cc1. Yields the product COC(=O)C1(NC(=O)c2ccc(OC)c(OCCc3cc(F)ccc3F)c2)Cc2ccccc2C1. Reaction SMILES: [CH2:70]1[O:71][CH2:72][CH2:73][CH2:74]1.[CH3:1][O:2][C:3](=[O:4])[C:5]1([NH:14][C:15]([c:16]2[cH:17][c:18]([OH:24])[c:19]([O:22][CH3:23])[cH:20][cH:21]2)=[O:25])[CH2:6][c:7]2[cH:8][cH:9][cH:10][cH:11][c:12]2[CH2:13]1.[F:26][c:27]1[c:28]([CH2:34][CH2:35][OH:36])[cH:29][c:30]([F:33])[cH:31][cH:32]1.[O:56]=[C:57]([O:58][CH:59]([CH3:60])[CH3:61])[N:62]=[N:63][C:64]([O:65][CH:66]([CH3:67])[CH3:68])=[O:69].[c:37]1([P:38]([c:39]2[cH:40][cH:41][cH:42][cH:43][cH:44]2)[c:45]2[cH:46][cH:47][cH:48][cH:49][cH:50]2)[cH:51][cH:52][cH:53][cH:54][cH:55]1>>[CH3:1][O:2][C:3](=[O:4])[C:5]1([NH:14][C:15]([c:16]2[cH:17][c:18]([O:24][CH2:35][CH2:34][c:28]3[c:27]([F:26])[cH:32][cH:31][c:30]([F:33])[cH:29]3)[c:19]([O:22][CH3:23])[cH:20][cH:21]2)=[O:25])[CH2:6][c:7]2[cH:8][cH:9][cH:10][cH:11][c:12]2[CH2:13]1. Starting materials: CC#N, CC(=O)c1ccccc1, [Cl-], [O-][I+3]([O-])([O-])[O-], [Na+], [Na+], O, O=S(=O)(O)O. The product is O=C(CCl)c1ccccc1. Reaction SMILES: [C:24](#[N:25])[CH3:26].[CH3:1][C:2](=[O:3])[c:4]1[cH:5][cH:6][cH:7][cH:8][cH:9]1.[Cl-:11].[I+3:17]([O-:18])([O-:19])([O-:20])[O-:21].[Na+:10].[Na+:22].[OH2:23].[S:12](=[O:13])(=[O:14])([OH:15])[OH:16]>>[CH2:1]([C:2](=[O:3])[c:4]1[cH:5][cH:6][cH:7][cH:8][cH:9]1)[Cl:11]. Reactants: N1=C(C=NC=C1)NC(=O)C1CC1 (N-pyrazin-2-ylcyclopropanecarboxamide), C1(=C(C(=CC(=C1)C)C)S(=O)(=O)ON)C (O-mesitylenesulfonylhydroxylamine), C1(=C(C(=CC(=C1)C)C)S(=O)(=O)Cl)C (mesitylenesulfonyl chloride). The solvent is ClCCl (dichloromethane). Conditions: time 1.5 hour. The product is CC1=C(C(=CC(=C1)C)C)S(=O)(=O)[O-].N[N+]1=C(C=NC=C1)NC(=O)C1CC1 (1-Amino-2-[(cyclopropylcarbonyl)amino]pyrazin-1-ium 2,4,6-trimethylbenzenesulfonate). Reaction SMILES: [N:1]1[CH:6]=[CH:5][N:4]=[CH:3][C:2]=1[NH:7][C:8]([CH:10]1[CH2:12][CH2:11]1)=[O:9].[C:13]1([CH3:26])[CH:18]=[C:17]([CH3:19])[CH:16]=[C:15]([CH3:20])[C:14]=1[S:21]([O:24][NH2:25])(=[O:23])=[O:22].C1(C)C=C(C)C=C(C)C=1S(Cl)(=O)=O>ClCCl>[CH3:20][C:15]1[CH:16]=[C:17]([CH3:19])[CH:18]=[C:13]([CH3:26])[C:14]=1[S:21]([O-:24])(=[O:23])=[O:22].[NH2:25][N+:1]1[CH:6]=[CH:5][N:4]=[CH:3][C:2]=1[NH:7][C:8]([CH:10]1[CH2:11][CH2:12]1)=[O:9] |f:4.5|. Procedure: To a solution of 1.0 g (6.13 mmol) of N-pyrazin-2-ylcyclopropanecarboxamide in 10 mL of dichloromethane at 0° C. was added a solution of 1.58 g (7.36 mmol) of O-mesitylenesulfonylhydroxylamine, prepared from mesitylenesulfonyl chloride using a procedure analogous to that described in the literature (Y. Tamura et al., J. Org. Chem., 38: 1239 (1973)). The reaction mixture was allowed to stir at ambient temperature for 1.5 h. The resultant thick yellow mixture was concentrated in vacuo to give the ... Starting materials: BrCC(=O)C1CCN(CC1)C(C1=CC=CC=C1)=O (2-bromo-1-(1-benzoyl-4-piperidyl)-1-ethanone), NC1=NC=CC=C1 (2-aminopyridine). Run in C(C)O (ethanol). The product is C(C1=CC=CC=C1)(=O)N1CCC(CC1)C=1N=C2N(C=CC=C2)C1 (1-Benzoyl-4-(imidazo[1,2-a]pyridin-2-yl)-piperidine). The yield is 49.5%. As a reaction SMILES: Br[CH2:2][C:3]([CH:5]1[CH2:10][CH2:9][N:8]([C:11](=[O:18])[C:12]2[CH:17]=[CH:16][CH:15]=[CH:14][CH:13]=2)[CH2:7][CH2:6]1)=O.[NH2:19][C:20]1[CH:25]=[CH:24][CH:23]=[CH:22][N:21]=1>C(O)C>[C:11]([N:8]1[CH2:9][CH2:10][CH:5]([C:3]2[N:19]=[C:20]3[CH:25]=[CH:24][CH:23]=[CH:22][N:21]3[CH:2]=2)[CH2:6][CH2:7]1)(=[O:18])[C:12]1[CH:17]=[CH:16][CH:15]=[CH:14][CH:13]=1. Procedure: To a solution of 160 mg of 2-bromo-1-(1-benzoyl-4-piperidyl)-1-ethanone (prepared in analogy with Example 523, Step A) in 6 mL ethanol was added 59 mg of 2-aminopyridine. After refluxing for 18 hours, the solvent was evaporated. The mixture was partitioned between EtOAc and saturated sodium bicarbonate solution. Aqueous layer was extracted with EtOAc (3×). The combined organic phase was washed with brine, dried over MgSO4 and concentrated. The residue was purified by flash chromatography with 10... The reactants are CC(C)(C)OC(=O)NC(C(=O)N1CCC2C1C(C(=O)NC1CCCc3ccccc31)CN2C(=O)C1CC1)C1CCCCC1, ClCCl, O=C(O)C(F)(F)F. Product: NC(C(=O)N1CCC2C1C(C(=O)NC1CCCc3ccccc31)CN2C(=O)C1CC1)C1CCCCC1. RXN SMILES: [C:1]([O:2][C:3](=[O:4])[NH:7][CH:8]([C:9](=[O:10])[N:11]1[CH:12]2[CH:13]([CH2:14][CH2:15]1)[N:16]([C:32](=[O:33])[CH:34]1[CH2:35][CH2:36]1)[CH2:17][CH:18]2[C:19]([NH:20][CH:21]1[CH2:22][CH2:23][CH2:24][c:25]2[cH:26][cH:27][cH:28][cH:29][c:30]21)=[O:31])[CH:37]1[CH2:38][CH2:39][CH2:40][CH2:41][CH2:42]1)([CH3:5])([CH3:6])[CH3:43].[Cl:51][CH2:52][Cl:53].[F:44][C:45]([F:46])([F:47])[C:48]([OH:49])=[O:50]>>[NH2:7][CH:8]([C:9](=[O:10])[N:11]1[CH:12]2[CH:13]([CH2:14][CH2:15]1)[N:16]([C:32](=[O:33])[CH:34]1[CH2:35][CH2:36]1)[CH2:17][CH:18]2[C:19]([NH:20][CH:21]1[CH2:22][CH2:23][CH2:24][c:25]2[cH:26][cH:27][cH:28][cH:29][c:30]21)=[O:31])[CH:37]1[CH2:38][CH2:39][CH2:40][CH2:41][CH2:42]1. The reactants are CCOC(=O)CNc1ncc(Br)nc1Br, COC1CCC(N)CC1, CCOC(C)=O, CN1CCCC1=O, CCN(C(C)C)C(C)C, [Cl-], Cl, [Na+]. The product is CCOC(=O)CNc1ncc(Br)nc1NC1CCC(OC)CC1. As a reaction SMILES: [Br:1][c:2]1[c:3]([NH:9][CH2:10][C:11](=[O:12])[O:13][CH2:14][CH3:15])[n:4][cH:5][c:6]([Br:8])[n:7]1.[CH3:17][O:18][CH:19]1[CH2:20][CH2:21][CH:22]([NH2:25])[CH2:23][CH2:24]1.[CH3:37][CH2:38][O:39][C:40](=[O:41])[CH3:42].[CH3:43][N:44]1[CH2:45][CH2:46][CH2:47][C:48]1=[O:49].[CH:26]([N:27]([CH2:28][CH3:29])[CH:30]([CH3:31])[CH3:32])([CH3:33])[CH3:34].[Cl-:36].[ClH:16].[Na+:35]>>[c:2]1([NH:25][CH:22]2[CH2:21][CH2:20][CH:19]([O:18][CH3:17])[CH2:24][CH2:23]2)[c:3]([NH:9][CH2:10][C:11](=[O:12])[O:13][CH2:14][CH3:15])[n:4][cH:5][c:6]([Br:8])[n:7]1. The reactants are Cl.C1(CC1)COC1=C(C=C(C(=C1)F)C)C=1C2=C(N=CN1)C(=C(N2)C)C(=O)N[C@H]2[C@@H](CNCC2)O (4-[2-(cyclopropylmethoxy)-4-fluoro-5-methylphenyl]-N-[(3R*,4R*)-3-hydroxypiperidin-4-yl]-6-methyl-5H-pyrrolo[3,2-d]pyrimidine-7-carboxamide hydrochloride), C(C)(=O)Cl (acetyl chloride). The product is C(C)(=O)N1C[C@H]([C@@H](CC1)NC(=O)C1=C(NC2=C1N=CN=C2C2=C(C=C(C(=C2)C)F)OCC2CC2)C)O (N-[(3R*,4R*)-1-Acetyl-3-hydroxypiperidin-4-yl]-4-[2-(cyclopropylmethoxy)-4-fluoro-5-methylphenyl]-6-methyl-5H-pyrrolo[3,2-d]pyrimidine-7-carboxamide). As a reaction SMILES: Cl.[CH:2]1([CH2:5][O:6][C:7]2[CH:12]=[C:11]([F:13])[C:10]([CH3:14])=[CH:9][C:8]=2[C:15]2[C:16]3[NH:23][C:22]([CH3:24])=[C:21]([C:25]([NH:27][C@@H:28]4[CH2:33][CH2:32][NH:31][CH2:30][C@H:29]4[OH:34])=[O:26])[C:17]=3[N:18]=[CH:19][N:20]=2)[CH2:4][CH2:3]1.[C:35](Cl)(=[O:37])[CH3:36]>>[C:35]([N:31]1[CH2:32][CH2:33][C@@H:28]([NH:27][C:25]([C:21]2[C:17]3[N:18]=[CH:19][N:20]=[C:15]([C:8]4[CH:9]=[C:10]([CH3:14])[C:11]([F:13])=[CH:12][C:7]=4[O:6][CH2:5][CH:2]4[CH2:4][CH2:3]4)[C:16]=3[NH:23][C:22]=2[CH3:24])=[O:26])[C@H:29]([OH:34])[CH2:30]1)(=[O:37])[CH3:36] |f:0.1|. Procedure details: Starting from 4-[2-(cyclopropylmethoxy)-4-fluoro-5-methylphenyl]-N-[(3R*,4R*)-3-hydroxypiperidin-4-yl]-6-methyl-5H-pyrrolo[3,2-d]pyrimidine-7-carboxamide hydrochloride (example D.f43) and commercially available acetyl chloride the title compound is obtained as colorless solid. Reactants: P(Br)(Br)Br (Phosphorous tribromide), C(=O)(OCC1=CC=CC=C1)N[C@@](CC1=CC(=C(C=C1)OC=O)OC=O)(C(=O)O)C ((S)-N-carbobenzyloxy-3-(3,4-diformyloxyphenyl)-2-methylalanine). Solvent: C(C)OCC (ethylether), C(C)OCC (ethylether), petroleum ether. Reaction conditions: time 3 hour. Product: C[C@]1(NC(OC1=O)=O)CC1=CC(=C(C=C1)OC=O)OC=O ((S)-4-Methyl-4-(3,4-diformyloxybenzyl)-2,5-oxazolidinedione). Yield: 81.8%. RXN SMILES: P(Br)(Br)Br.[C:5]([NH:15][C@:16]([CH3:33])([C:30]([OH:32])=[O:31])[CH2:17][C:18]1[CH:23]=[CH:22][C:21]([O:24][CH:25]=[O:26])=[C:20]([O:27][CH:28]=[O:29])[CH:19]=1)(OCC1C=CC=CC=1)=[O:6]>C(OCC)C>[CH3:33][C@:16]1([CH2:17][C:18]2[CH:23]=[CH:22][C:21]([O:24][CH:25]=[O:26])=[C:20]([O:27][CH:28]=[O:29])[CH:19]=2)[C:30](=[O:32])[O:31][C:5](=[O:6])[NH:15]1. Reported procedure: Phosphorous tribromide (0.81g, 3 mmol) in dry ethylether (5 ml) is added dropwise to a solution of (S)-N-carbobenzyloxy-3-(3,4-diformyloxyphenyl)-2-methylalanine (0.4g, 1 mmol) in dry ethylether (10 ml). After stirring 3 hours at 20°-25° under dry nitrogen, the reaction mixture is diluted with dry petroleum ether (40°-60°) (100 ml) and refrigerated 18 hours. The solvent is decanted from the gum which has separated. The gum is dissolved in methylene chloride (2 ml) and precipitated with ethyl eth...